From a dataset of the Open Reaction Database (ORD), a public repository of structured organic reaction records. describe an organic reaction: reactants, conditions, products, and yield Product: C(C1=CC=CC=C1)N1C=CC2=CC(=CC=C12)C1=CC=C(C=C1)C(F)(F)F (1-Benzyl-5-[4-(trifluoromethyl)phenyl]-1H-indole). Reagents/catalysts: C=1C=CC(=CC1)[P](C=2C=CC=CC2)(C=3C=CC=CC3)[Pd]([P](C=4C=CC=CC4)(C=5C=CC=CC5)C=6C=CC=CC6)([P](C=7C=CC=CC7)(C=8C=CC=CC8)C=9C=CC=CC9)[P](C=1C=CC=CC1)(C=1C=CC=CC1)C=1C=CC=CC1 (tetrakis(triphenylphosphine)palladium). Reported procedure: Following the procedure described in Step 2 of Example 5 1-benzyl-5-bromo-1H-indole (2.22 g , 7.76 mmol) was coupled to 4-trifluoromethylphenyl boronic acid (1.62 g, 8.54 mmol), using tetrakis(triphenylphosphine)palladium (0.892 g, 0.772 mmol), and potassium carbonate (4.29 g, 31.1 mmol) in water (17 mL), ethanol (4 mL), and toluene (37 mL). Purification by flash chromatography using 0.5-1.0% ethyl acetate in hexane as eluant afforded the title compound as a light yellow solid (0.317 g, 12%). 1H... Run in O (water), C(C)O (ethanol). As a reaction SMILES: [CH2:1]([N:8]1[C:16]2[C:11](=[CH:12][C:13](Br)=[CH:14][CH:15]=2)[CH:10]=[CH:9]1)[C:2]1[CH:7]=[CH:6][CH:5]=[CH:4][CH:3]=1.[F:18][C:19]([F:30])([F:29])[C:20]1[CH:25]=[CH:24][C:23](B(O)O)=[CH:22][CH:21]=1.C(=O)([O-])[O-].[K+].[K+].C1(C)C=CC=CC=1>O.C(O)C.C1C=CC([P]([Pd]([P](C2C=CC=CC=2)(C2C=CC=CC=2)C2C=CC=CC=2)([P](C2C=CC=CC=2)(C2C=CC=CC=2)C2C=CC=CC=2)[P](C2C=CC=CC=2)(C2C=CC=CC=2)C2C=CC=CC=2)(C2C=CC=CC=2)C2C=CC=CC=2)=CC=1>[CH2:1]([N:8]1[C:16]2[C:11](=[CH:12][C:13]([C:23]3[CH:24]=[CH:25][C:20]([C:19]([F:30])([F:29])[F:18])=[CH:21][CH:22]=3)=[CH:14][CH:15]=2)[CH:10]=[CH:9]1)[C:2]1[CH:7]=[CH:6][CH:5]=[CH:4][CH:3]=1 |f:2.3.4,^1:51,53,72,91|. Yield: 11.6%. Reactants: C(C1=CC=CC=C1)N1C=CC2=CC(=CC=C12)Br (1-benzyl-5-bromo-1H-indole), C1(=CC=CC=C1)C (toluene), FC(C1=CC=C(C=C1)B(O)O)(F)F (4-trifluoromethylphenyl boronic acid), C([O-])([O-])=O.[K+].[K+] (potassium carbonate). The reactants are CO, [H][H], Cc1cc2c(cc1C(F)(F)F)N(C(=O)OC(C)(C)C)CCCC2N=[N+]=[N-]. Product: Cc1cc2c(cc1C(F)(F)F)N(C(=O)OC(C)(C)C)CCCC2N. As a reaction SMILES: [CH3:29][OH:30].[H:27][H:28].[N:1](=[N+:2]=[N-:3])[CH:4]1[c:5]2[c:6]([cH:18][c:19]([C:23]([F:24])([F:25])[F:26])[c:20]([CH3:22])[cH:21]2)[N:7]([C:11](=[O:12])[O:13][C:14]([CH3:15])([CH3:16])[CH3:17])[CH2:8][CH2:9][CH2:10]1>>[NH2:1][CH:4]1[c:5]2[c:6]([cH:18][c:19]([C:23]([F:24])([F:25])[F:26])[c:20]([CH3:22])[cH:21]2)[N:7]([C:11](=[O:12])[O:13][C:14]([CH3:15])([CH3:16])[CH3:17])[CH2:8][CH2:9][CH2:10]1. Reactants: Cc1ccc([Mg]Br)cc1 (effective_coupling_partner), COc1ccc(C(F)(F)F)cc1 (substrate). The reagents and catalysts are C1-CDC. Reaction conditions: temperature 60 celsius, time 4 hour. Product: Cc2ccc(c1ccc(C(F)(F)F)cc1)cc2. Starting materials: C(C1=CC=CC=C1)N(C(OC(C)(C)C)=O)C[C@@H](C)N1C(C2=CC=CC=C2C1=O)=O ((R)-tert-butyl benzyl{2-(1,3-dioxoisoindolin-2-yl)propyl}carbamate), O.NN (hydrazine hydrate). Solvent: CO (methanol). Run at temperature 80 celsius, time 12 hour. The product is N[C@@H](CN(C(OC(C)(C)C)=O)CC1=CC=CC=C1)C ((R)-tert-butyl 2-aminopropyl(benzyl)carbamate). Yield: 78.9%. RXN SMILES: [CH2:1]([N:8]([CH2:16][C@H:17]([N:19]1C(=O)C2C(=CC=CC=2)C1=O)[CH3:18])[C:9](=[O:15])[O:10][C:11]([CH3:14])([CH3:13])[CH3:12])[C:2]1[CH:7]=[CH:6][CH:5]=[CH:4][CH:3]=1.O.NN>CO>[NH2:19][C@H:17]([CH3:18])[CH2:16][N:8]([CH2:1][C:2]1[CH:3]=[CH:4][CH:5]=[CH:6][CH:7]=1)[C:9](=[O:15])[O:10][C:11]([CH3:14])([CH3:13])[CH3:12] |f:1.2|. Procedure details: 278 mg of (R)-tert-butyl benzyl{2-(1,3-dioxoisoindolin-2-yl)propyl}carbamate was dissolved in 5 mL of methanol. To the solution, 1 mL of hydrazine hydrate was added, and the mixture was stirred at 80° C. for 12 hours. The reaction solution was cooled to room temperature and concentrated under reduced pressure. A 10% aqueous potassium hydroxide solution was added thereto, followed by extraction with dichloromethane (40 mL×3). The organic layer was washed with saturated saline and dried over anhyd... The reactants are [BH4-].[Na+] (NaBH4), FC=1C=C(C=CC1F)C(CC(=O)O)CC(=O)NCC1=CC=CC=C1 (3,4-Difluoro-β-[2-[(phenyl)methylamino]-2-oxoethyl]benzenepropanoic acid), C(=O)(N1C=NC=C1)N1C=NC=C1 (carbonyldiimidazole), N,N-dimethylaminopyridine. Solvent: O (H2O), CCOC(=O)C (EtOAc), CCOC(=O)C (EtOAc). Reaction conditions: time 15 minute. Yields the product FC=1C=C(C=CC1F)C(CC(=O)N(C1=CC=CC=C1)C)CCO (3,4-Difluoro-β-(2-hydroxyethyl)-N-methyl-N-phenylbenzenepropanamide). Yield: 88.4%. As a reaction SMILES: [F:1][C:2]1[CH:3]=[C:4]([CH:9]([CH2:14][C:15]([NH:17][CH2:18][C:19]2[CH:24]=[CH:23][CH:22]=[CH:21]C=2)=[O:16])[CH2:10][C:11]([OH:13])=O)[CH:5]=[CH:6][C:7]=1[F:8].[C:25](N1C=CN=C1)(N1C=CN=C1)=O.[BH4-].[Na+]>CCOC(C)=O.O>[F:1][C:2]1[CH:3]=[C:4]([CH:9]([CH2:10][CH2:11][OH:13])[CH2:14][C:15]([N:17]([CH3:25])[C:18]2[CH:19]=[CH:24][CH:23]=[CH:22][CH:21]=2)=[O:16])[CH:5]=[CH:6][C:7]=1[F:8] |f:2.3|. Reported procedure: 3,4-Difluoro-β-[2-[(phenyl)methylamino]-2-oxoethyl]benzenepropanoic acid (4.3 g) in EtOAc (100 mL) was treated with carbonyldiimidazole (3.24 g) and N,N-dimethylaminopyridine (195 mg). The resulting solution was stirred at room temperature for 15 minutes and then heated at 50° C. for two hours. The reaction mixture was cooled to 0° C. and treated with a solution of NaBH4 (3.02 g) in H2O (50 mL), warmed slowly to room temperature and stirred for 12 hours. The reaction mixture was diluted with EtO...